Task: describe an organic reaction: reactants, conditions, products, and yield. Dataset: the Open Reaction Database (ORD), a public repository of structured organic reaction records The reactants are ClC=1C=C(C=CC1Cl)C1=NC(=NC(=C1)C)N1C=NC(=C1)[Sn](CCCC)(CCCC)CCCC (4-(3,4-dichloro-phenyl)-6-methyl-2-(4-tributylstannanyl-imidazol-1-yl)-pyrimidine), CC(C)(C)NS(=O)(=O)C1=CC=C(S1)Br (5-bromothiophene-2-N-tert-butylsulfonamide), CCCCCC (hexane). Reagents/catalysts: C=1C=CC(=CC1)[P](C=2C=CC=CC2)(C=3C=CC=CC3)[Pd]([P](C=4C=CC=CC4)(C=5C=CC=CC5)C=6C=CC=CC6)([P](C=7C=CC=CC7)(C=8C=CC=CC8)C=9C=CC=CC9)[P](C=1C=CC=CC1)(C=1C=CC=CC1)C=1C=CC=CC1 (tetrakis(triphenylphosphine)palladium). Run in C1(=CC=CC=C1)C (toluene). Conditions: time 1 hour. Product: C(C)(C)(C)NS(=O)(=O)C=1SC(=CC1)C=1N=CN(C1)C1=NC(=CC(=N1)C1=CC(=C(C=C1)Cl)Cl)C (5-{1-[4-(3,4-dichloro-phenyl)-6-methyl-pyrimidin-2-yl]-1H-imidazol-4-yl}-thiophene-2-sulfonic acid tert-butyl amide). Yield: 103.3%. As a reaction SMILES: [Cl:1][C:2]1[CH:3]=[C:4]([C:9]2[CH:14]=[C:13]([CH3:15])[N:12]=[C:11]([N:16]3[CH:20]=[C:19]([Sn](CCCC)(CCCC)CCCC)[N:18]=[CH:17]3)[N:10]=2)[CH:5]=[CH:6][C:7]=1[Cl:8].[CH3:34][C:35]([NH:38][S:39]([C:42]1[S:46][C:45](Br)=[CH:44][CH:43]=1)(=[O:41])=[O:40])([CH3:37])[CH3:36].CCCCCC>C1(C)C=CC=CC=1.C1C=CC([P]([Pd]([P](C2C=CC=CC=2)(C2C=CC=CC=2)C2C=CC=CC=2)([P](C2C=CC=CC=2)(C2C=CC=CC=2)C2C=CC=CC=2)[P](C2C=CC=CC=2)(C2C=CC=CC=2)C2C=CC=CC=2)(C2C=CC=CC=2)C2C=CC=CC=2)=CC=1>[C:35]([NH:38][S:39]([C:42]1[S:46][C:45]([C:19]2[N:18]=[CH:17][N:16]([C:11]3[N:10]=[C:9]([C:4]4[CH:5]=[CH:6][C:7]([Cl:8])=[C:2]([Cl:1])[CH:3]=4)[CH:14]=[C:13]([CH3:15])[N:12]=3)[CH:20]=2)=[CH:44][CH:43]=1)(=[O:40])=[O:41])([CH3:37])([CH3:34])[CH3:36] |^1:64,66,85,104|. Procedure details: A stirred mixture of 4-(3,4-dichloro-phenyl)-6-methyl-2-(4-tributylstannanyl-imidazol-1-yl)-pyrimidine (Example G.4) (0.45 g, 0.76 mmol), commercially available 5-bromothiophene-2-N-tert-butylsulfonamide (0.25 g, 0.84 mmol), tetrakis(triphenylphosphine)palladium (0.053 g, 0.046 mmol) in toluene (8 mL) was heated under reflux conditions for 15 h, hexane (10 mL) was added and the mixture was stirred at RT for 1 h. The precipitate was collected by filtration and dried to yield 5-{1-[4-(3,4-dichloro... The reactants are COC([C@H]([C@@H](CC=C)C)N1C(C2=CC=CC=C2C1=O)=O)=O ((2S,3R)-2-(1,3-Dioxo-1,3-dihydro-isoindol-2-yl)-3-methyl-hex-5-enoic acid methyl ester). The solvent is Cl (hydrochloric acid), C(C)(=O)O (acetic acid). The product is N[C@H](C(=O)O)[C@@H](CC=C)C ((2S,3R)-2-Amino-3-methyl-hex-5-enoic acid). Yield: 50.0%. RXN SMILES: C[O:2][C:3](=[O:21])[C@@H:4]([N:10]1C(=O)C2C(=CC=CC=2)C1=O)[C@H:5]([CH3:9])[CH2:6][CH:7]=[CH2:8]>Cl.C(O)(=O)C>[NH2:10][C@@H:4]([C@H:5]([CH3:9])[CH2:6][CH:7]=[CH2:8])[C:3]([OH:21])=[O:2]. Procedure details: (2S,3R)-2-(1,3-Dioxo-1,3-dihydro-isoindol-2-yl)-3-methyl-hex-5-enoic acid methyl ester (2.01 g, 7.00 mmol) is dissolved in a 2:1 mixture of 6 N hydrochloric acid and glacial acetic acid (62.5 mL), and the solution is heated at reflux for 4 h. The solution is cooled to room temperature and concentrated under reduced pressure. The product is taken up in water and the solution is filtered. The filtrate is concentrated under reduced pressure and the residue is dissolved in water, then the solution i... Reactants: S(=O)(=O)(O)C(C(=O)OC(C(C)S(=O)(=O)O)=O)C (sulfopropionic anhydride), O1S(CCC1=O)(=O)=O (1,2-oxathiolane-5-one-2,2-dioxide), C(C(C)C)C1CS(OC1=O)(=O)=O.CC1CS(OC1=O)(=O)=O (4-methyl-1,2-oxathiolane-5-one-2,2-dioxide 4-isobutyl-1,2-oxathiolane-5-one-2,2-dioxide). The product is C(CCC)C1(C(=O)OC(C1)=O)S(=O)(=O)O (butyl-sulfosuccinic anhydride). As a reaction SMILES: S([CH:5](C)[C:6]([O:8][C:9](=[O:16])[CH:10]([S:12]([OH:15])(=[O:14])=[O:13])[CH3:11])=[O:7])(O)(=O)=O.O1[C:22](=O)[CH2:21][CH2:20]S1(=O)=O.C(C1C(=O)OS(=O)(=O)C1)C(C)C.CC1C(=O)OS(=O)(=O)C1>>[CH2:11]([C:10]1([S:12]([OH:15])(=[O:13])=[O:14])[CH2:5][C:6](=[O:7])[O:8][C:9]1=[O:16])[CH2:20][CH2:21][CH3:22] |f:2.3|. Reported procedure: sulfopropionic anhydride, i.e., 1,2-oxathiolane-5-one-2,2-dioxide of the formula: ##STR7## 4-methyl-1,2-oxathiolane-5-one-2,2-dioxide 4-isobutyl-1,2-oxathiolane-5-one-2,2-dioxide Starting materials: COC(C1=C(C(=CC(=C1)[N+](=O)[O-])[N+](=O)[O-])C(C)C)=S (3,5-dinitro-2-isopropylthiobenzoic acid methyl ester). Reagents/catalysts: [Ni] (Raney nickel). Solvent: O1CCCC1 (tetrahydrofuran). Yields the product COC(C1=C(C(=CC(=C1)N)N)C(C)C)=S (3,5-diamino-2-isopropylthiobenzoic acid methyl ester). RXN SMILES: [CH3:1][O:2][C:3](=[S:19])[C:4]1[CH:9]=[C:8]([N+:10]([O-])=O)[CH:7]=[C:6]([N+:13]([O-])=O)[C:5]=1[CH:16]([CH3:18])[CH3:17]>O1CCCC1.[Ni]>[CH3:1][O:2][C:3](=[S:19])[C:4]1[CH:9]=[C:8]([NH2:10])[CH:7]=[C:6]([NH2:13])[C:5]=1[CH:16]([CH3:17])[CH3:18]. Reported procedure: 26.6 g (0.0886 mol) of 3,5-dinitro-2-isopropylthiobenzoic acid methyl ester are dissolved in 270 ml of tetrahydrofuran and hydrogenated with the addition of 10 g of Raney nickel at from 30° to 35° C. The catalyst is then isolated by filtration, the filtrate is concentrated and the residue is crystallised from ethyl acetate/hexane. Starting materials: Oc1ccc(F)cc1CC(O)CBr, c1ccc(P(c2ccccc2)c2ccccc2)cc1. Yields the product Fc1ccc2c(c1)CC(CBr)O2. As a reaction SMILES: [Br:1][CH2:2][CH:3]([CH2:4][c:5]1[c:6]([OH:12])[cH:7][cH:8][c:9]([F:11])[cH:10]1)[OH:13].[c:14]1([P:15]([c:16]2[cH:17][cH:18][cH:19][cH:20][cH:21]2)[c:22]2[cH:23][cH:24][cH:25][cH:26][cH:27]2)[cH:28][cH:29][cH:30][cH:31][cH:32]1>>[Br:1][CH2:2][CH:3]1[CH2:4][c:5]2[c:6]([cH:7][cH:8][c:9]([F:11])[cH:10]2)[O:13]1. The reactants are Cc1ccccc1, CC(C)(C)OC(=O)C(=CC1CCCCC1)C(=O)c1ccccc1O, NC(N)=S, Cc1ccc(S(=O)(=O)O)cc1. The product is O=C1CC(C2CCCCC2)Oc2ccccc21. Reaction SMILES: [CH3:40][c:41]1[cH:42][cH:43][cH:44][cH:45][cH:46]1.[CH:1]1([CH:7]=[C:8]([C:9]([O:10][C:11]([CH3:12])([CH3:13])[CH3:14])=[O:15])[C:16](=[O:17])[c:18]2[c:19]([OH:24])[cH:20][cH:21][cH:22][cH:23]2)[CH2:2][CH2:3][CH2:4][CH2:5][CH2:6]1.[NH2:36][C:37](=[S:38])[NH2:39].[c:25]1([CH3:26])[cH:27][cH:28][c:29]([S:30]([OH:31])(=[O:32])=[O:33])[cH:34][cH:35]1>>[CH:1]1([CH:7]2[CH2:8][C:16](=[O:17])[c:18]3[c:19]([cH:20][cH:21][cH:22][cH:23]3)[O:24]2)[CH2:2][CH2:3][CH2:4][CH2:5][CH2:6]1. Reaction SMILES: [Br:1][C:2]1[CH:7]=[CH:6][C:5]([C:8]2[N:16]([CH2:17][C:18]([NH:20][C:21]3[CH:26]=[CH:25][C:24]([N:27]([CH3:29])[CH3:28])=[CH:23][CH:22]=3)=[O:19])[C:11]3=[N:12][CH:13]=[CH:14][CH:15]=[C:10]3[N:9]=2)=[CH:4][CH:3]=1.[ClH:30].C(O)C>C(#N)C>[OH2:19].[ClH:30].[Br:1][C:2]1[CH:7]=[CH:6][C:5]([C:8]2[N:16]([CH2:17][C:18]([NH:20][C:21]3[CH:22]=[CH:23][C:24]([N:27]([CH3:29])[CH3:28])=[CH:25][CH:26]=3)=[O:19])[C:11]3=[N:12][CH:13]=[CH:14][CH:15]=[C:10]3[N:9]=2)=[CH:4][CH:3]=1 |f:1.2,4.5.6|. Procedure: A 0.7-g sample (0.00155 mole) of 2-(4-bromophenyl)-N-[4-(dimethylamino)phenyl]-3H-imidazo[4,5-b]pyridine-3-acetamide obtained in Example 244, was dissolved in acetonitrile (150 ml), acidified with ethanol hydrogen chloride, and refrigerated overnight with seeding. The solid was collected by filtration, washed with diethyl ether-acetonitrile, and dried under high vacuum overnight. The solid was sublimed under high vacuum at 70° C. to give 0.47 g (55%) of title compound, 180° C. (effervescence). Starting materials: BrC1=CC=C(C=C1)C1=NC=2C(=NC=CC2)N1CC(=O)NC1=CC=C(C=C1)N(C)C (2-(4-bromophenyl)-N-[4-(dimethylamino)phenyl]-3H-imidazo[4,5-b]pyridine-3-acetamide), Cl.C(C)O (ethanol hydrogen chloride). Isolated yield 55.0%. The product is O.Cl.BrC1=CC=C(C=C1)C1=NC=2C(=NC=CC2)N1CC(=O)NC1=CC=C(C=C1)N(C)C (2-(4-Bromophenyl)-N-[4-(dimethylamino)phenyl]-3H-imidazo[4,5-b]pyridine-3-acetamide hydrochloride hydrate). Solvent: C(C)#N (acetonitrile). Starting materials: CCCCCCC, ClCCl, O=C(Cl)OCc1ccccc1, Nc1cccc2cc[nH]c12, [Na+], [OH-]. Yields the product O=C(Nc1cccc2cc[nH]c12)OCc1ccccc1. As a reaction SMILES: [CH3:27][CH2:28][CH2:29][CH2:30][CH2:31][CH2:32][CH3:33].[Cl:11][CH2:12][Cl:13].[Cl:16][C:17](=[O:18])[O:19][CH2:20][c:21]1[cH:22][cH:23][cH:24][cH:25][cH:26]1.[NH2:1][c:2]1[cH:3][cH:4][cH:5][c:6]2[cH:7][cH:8][nH:9][c:10]12.[Na+:15].[OH-:14]>>[NH:1]([c:2]1[cH:3][cH:4][cH:5][c:6]2[cH:7][cH:8][nH:9][c:10]12)[C:17](=[O:18])[O:19][CH2:20][c:21]1[cH:22][cH:23][cH:24][cH:25][cH:26]1. Reactants: ClC1=CC(=CC=C1)C(=O)OO (m-Chloroperbenzoic acid), CC=1NC(CSC1)=O (5-methyl-2H-1,4-thiazin-3(4H)-one). The solvent is CO (methanol). Reaction conditions: time 1 day. Product: COC1SC=C(NC1=O)C (2-methoxy-5-methyl-2H-1,4-thiazin-3(4H)-one). Isolated yield 61.1%. Reaction SMILES: ClC1C=CC=C([C:8](OO)=[O:9])C=1.[CH3:12][C:13]1[NH:14][C:15](=[O:19])[CH2:16][S:17][CH:18]=1>CO>[CH3:8][O:9][CH:16]1[C:15](=[O:19])[NH:14][C:13]([CH3:12])=[CH:18][S:17]1. Procedure details: m-Chloroperbenzoic acid (28.8 g) was added dropwise to a stirred solution of 5-methyl-2H-1,4-thiazin-3(4H)-one (15 g) in methanol (300 ml) under ice-cooling and the mixture was stirred at room temperature for 1 day. After the mixture was evaporated to dryness, the residue was extracted with ethyl acetate, washed with saturated sodium bicarbonate aqueous solution and dried over anhydrous magnesium sulfate. The solvent was evaporated to dryness to give 2-methoxy-5-methyl-2H-1,4-thiazin-3(4H)-one (... Reactants: COC=1C=C(N=C(N1)OC)NS(=O)(=O)C=2C=CC(=CC2)N (sulfadimethoxine), C(CC)N (propylamine). The solvent is C(C)O (ethanol). Conditions: temperature 140 celsius, time 65 hour. Product: NC1=CC=C(C=C1)S(=O)(=O)NC1=NC(=NC(=C1)NCCC)NCCC (4-amino-N-(2,6-bis-propylamino-pyrimidin-4-yl)-benzenesulfonamide). Yield: 85.2%. As a reaction SMILES: CO[C:3]1[CH:4]=[C:5]([NH:11][S:12]([C:15]2[CH:16]=[CH:17][C:18]([NH2:21])=[CH:19][CH:20]=2)(=[O:14])=[O:13])[N:6]=[C:7](OC)[N:8]=1.[CH2:22]([NH2:25])[CH2:23][CH3:24]>C(O)C>[NH2:21][C:18]1[CH:17]=[CH:16][C:15]([S:12]([NH:11][C:5]2[CH:4]=[C:3]([NH:25][CH2:22][CH2:23][CH3:24])[N:8]=[C:7]([NH:6][CH2:5][CH2:4][CH3:3])[N:6]=2)(=[O:14])=[O:13])=[CH:20][CH:19]=1. Procedure: 1.50 g (0.00483 mol) of sulfadimethoxine were suspended in 20 ml of ethanol, treated with 16 ml (0.193 mol) of propylamine and stirred in an autoclave at 140° C. for 65 hours. The mixture was cooled and, after 24 hours., the crystals which separated were filtered off under suction. There was obtained 0.75 g (50%) of 4-amino-N-(2,6-bis-propylamino-pyrimidin-4-yl)-benzenesulfonamide as pale beige crystals; m.p. 211-215° C.